From a dataset of the Open Reaction Database (ORD), a public repository of structured organic reaction records. describe an organic reaction: reactants, conditions, products, and yield Starting materials: ClC=1C=C(C(=O)OC)C=CC1OCC1=CC(=C(C=C1)F)F (methyl 3-chloro-4-[(3,4-difluorobenzyl)oxy]benzoate), [OH-].[Na+] (sodium hydroxide). The solvent is CO (methanol), O (water). Reaction conditions: time 18 hour. Yields the product ClC=1C=C(C(=O)O)C=CC1OCC1=CC(=C(C=C1)F)F (3-chloro-4-[(3,4-difluorobenzyl)oxy]benzoic acid). Yield: 62.7%. RXN SMILES: [Cl:1][C:2]1[CH:3]=[C:4]([CH:9]=[CH:10][C:11]=1[O:12][CH2:13][C:14]1[CH:19]=[CH:18][C:17]([F:20])=[C:16]([F:21])[CH:15]=1)[C:5]([O:7]C)=[O:6].[OH-].[Na+]>CO.O>[Cl:1][C:2]1[CH:3]=[C:4]([CH:9]=[CH:10][C:11]=1[O:12][CH2:13][C:14]1[CH:19]=[CH:18][C:17]([F:20])=[C:16]([F:21])[CH:15]=1)[C:5]([OH:7])=[O:6] |f:1.2|. Procedure details: To a stirred solution of methyl 3-chloro-4-[(3,4-difluorobenzyl)oxy]benzoate (Preparation 10, 10.86 g, 34.7 mmol) in methanol (700 mL) and water (150 mL) was added sodium hydroxide (6.946 g, 173.7 mmol) and the resulting reaction mixture was stirred at room temperature for 18 hours. The reaction mixture was concentrated in vacuo, diluted with water (285 mL), adjusted to pH 3 with hydrochloric acid and the resulting precipitate collected by filtration, washed with water and the azeotroped with to... Reactants: FC(OC1=CC=C(C=O)C=C1)(F)F (4-(trifluoromethoxy)benzaldehyde), Cl.NO (hydroxylamine hydrochloride). The solvent is CO (methanol). Reaction conditions: temperature 65 celsius. Product: FC(OC1=CC=C(/C=N/O)C=C1)(F)F ((E)-4-(trifluoromethoxy)benzaldehyde oxime). Yield: 92.6%. As a reaction SMILES: [F:1][C:2]([F:13])([F:12])[O:3][C:4]1[CH:11]=[CH:10][C:7]([CH:8]=O)=[CH:6][CH:5]=1.Cl.[NH2:15][OH:16]>CO>[F:1][C:2]([F:13])([F:12])[O:3][C:4]1[CH:11]=[CH:10][C:7](/[CH:8]=[N:15]/[OH:16])=[CH:6][CH:5]=1 |f:1.2|. Reported procedure: A mixture of 4-(trifluoromethoxy)benzaldehyde (9.5 g, 50 mmol) and hydroxylamine hydrochloride (5.3 g, 75 mmol) in methanol (80 mL) was heated at 65° C. for 2 h. The volatiles were removed under reduced pressure and the residue was dissolved in EtOAc, and washed with H2O, brine. The organic layer was dried over Na2SO4, filtered and concentrated under reduced pressure. The solid thus obtained was then recrystallized from EtOAc and petroleum ether to afford the title compound (9.5 g, 93%) as an of... Product: ClCC1=CC=CC=2C=C(CCOC21)C(=O)OC (methyl 2,3-dihydro-9-chloromethyl-1-benzoxepin-4-carboxylate). Procedure details: Under nitrogen atmosphere, phosphorus pentachloride (1.6 g) was added to a mixture of methyl 2,3-dihydro-9-hydroxymethyl-1-benzoxepin-4-carboxylate (1.2 g) and pyridine (0.62 ml) in dichloromethane (24 ml) under ice-cooling and the mixture was stirred at the same temperature for 2 hours. To the reaction mixture was added a mixture of ethyl acetate and water. The separated organic layer was washed with saturated aqueous sodium bicarbonate and water. The organic layer was dried over magnesium sulf... Run in O (water), ClCCl (dichloromethane). Reactants: C(C)(=O)OCC (ethyl acetate), P(Cl)(Cl)(Cl)(Cl)Cl (phosphorus pentachloride), OCC1=CC=CC=2C=C(CCOC21)C(=O)OC (methyl 2,3-dihydro-9-hydroxymethyl-1-benzoxepin-4-carboxylate), N1=CC=CC=C1 (pyridine). Yield: 91.9%. Reaction conditions: time 2 hour. Reaction SMILES: P(Cl)(Cl)(Cl)(Cl)[Cl:2].O[CH2:8][C:9]1[C:19]2[O:18][CH2:17][CH2:16][C:15]([C:20]([O:22][CH3:23])=[O:21])=[CH:14][C:13]=2[CH:12]=[CH:11][CH:10]=1.N1C=CC=CC=1.C(OCC)(=O)C>ClCCl.O>[Cl:2][CH2:8][C:9]1[C:19]2[O:18][CH2:17][CH2:16][C:15]([C:20]([O:22][CH3:23])=[O:21])=[CH:14][C:13]=2[CH:12]=[CH:11][CH:10]=1. Starting materials: CS(C)=O, CC(Nc1nc(C#N)nc(Cl)c1-c1c(F)cc(F)cc1F)C(F)(F)F, [K+], [K+], O=C([O-])[O-], O, OO. Yields the product CC(Nc1nc(C(N)=O)nc(Cl)c1-c1c(F)cc(F)cc1F)C(F)(F)F. RXN SMILES: [CH3:35][S:36]([CH3:37])=[O:38].[Cl:1][c:2]1[n:3][c:4]([C:24]#[N:25])[n:5][c:6]([NH:17][CH:18]([C:19]([F:20])([F:21])[F:22])[CH3:23])[c:7]1-[c:8]1[c:9]([F:16])[cH:10][c:11]([F:15])[cH:12][c:13]1[F:14].[K+:26].[K+:27].[O-:28][C:29]([O-:30])=[O:31].[OH2:34].[OH:32][OH:33]>>[Cl:1][c:2]1[n:3][c:4]([C:24]([NH2:25])=[O:28])[n:5][c:6]([NH:17][CH:18]([C:19]([F:20])([F:21])[F:22])[CH3:23])[c:7]1-[c:8]1[c:9]([F:16])[cH:10][c:11]([F:15])[cH:12][c:13]1[F:14].